This data is from the Open Reaction Database (ORD), a public repository of structured organic reaction records. The task is: describe an organic reaction: reactants, conditions, products, and yield Reactants: ice water, Cl.C(C)(C)NO (N-isopropylhydroxylamine hydrochloride), CC(C)([O-])C.[K+] (potassium-t-butoxide), CC(C)(C)C=1C=C(C=C(C1O)C(C)(C)C)C=C1C(N=C(S1)SC)=O (5-[(3,5-Bis(1,1-dimethylethyl)-4-hydroxyphenyl)methylene]-2-(methylthio)-4(5H)-thiazolone). Solvent: C(C)O (ethanol). Reaction conditions: time 15 minute. Yields the product CC(C)(C)C=1C=C(C=C(C1O)C(C)(C)C)C=C1C(N=C(S1)N(C(C)C)O)=O (5-[[3,5-Bis(1,1-dimethylethyl)-4-hydroxyphenyl]methylene]-2-[hydroxy(1-methylethyl)amino]-4(5H)-thiazolone). The yield is 98.6%. RXN SMILES: Cl.[CH:2]([NH:5][OH:6])([CH3:4])[CH3:3].CC(C)([O-])C.[K+].[CH3:13][C:14]([C:17]1[CH:18]=[C:19]([CH:28]=[C:29]2[S:33][C:32](SC)=[N:31][C:30]2=[O:36])[CH:20]=[C:21]([C:24]([CH3:27])([CH3:26])[CH3:25])[C:22]=1[OH:23])([CH3:16])[CH3:15]>C(O)C>[CH3:16][C:14]([C:17]1[CH:18]=[C:19]([CH:28]=[C:29]2[S:33][C:32]([N:5]([OH:6])[CH:2]([CH3:4])[CH3:3])=[N:31][C:30]2=[O:36])[CH:20]=[C:21]([C:24]([CH3:25])([CH3:26])[CH3:27])[C:22]=1[OH:23])([CH3:13])[CH3:15] |f:0.1,2.3|. Procedure: A mixture of N-isopropylhydroxylamine hydrochloride (5.5 g, 0.049 mole), potassium-t-butoxide (4.83 g, 0.043 mole), and ethanol (500 mL) is stirred at room temperature for 15 minutes. 5-[(3,5-Bis(1,1-dimethylethyl)-4-hydroxyphenyl)methylene]-2-(methylthio)-4(5H)-thiazolone (7.27 g, 0.02 mole) is then added and the mixture is refluxed with stirring for six hours. After removal of the solvent under reduced pressure, the cooled reaction mixture is poured into a mixture of ice-water containing 1N hy... Reactants: ClCCl, O=C(OO)c1cccc(Cl)c1, CSc1nc2cc(-n3nc(C)n(C)c3=O)c(F)cc2s1, O. Yields the product Cc1nn(-c2cc3nc(S(C)=O)sc3cc2F)c(=O)n1C. RXN SMILES: [Cl:1][CH2:2][Cl:3].[Cl:24][c:25]1[cH:26][c:27]([C:32](=[O:29])[O:33][OH:34])[cH:28][cH:30][cH:31]1.[F:4][c:5]1[cH:6][c:7]2[c:8]([n:9][c:10]([S:12][CH3:13])[s:11]2)[cH:14][c:15]1-[n:16]1[n:17][c:18]([CH3:23])[n:19]([CH3:22])[c:20]1=[O:21].[OH2:35]>>[F:4][c:5]1[cH:6][c:7]2[c:8]([n:9][c:10]([S:12]([CH3:13])=[O:29])[s:11]2)[cH:14][c:15]1-[n:16]1[n:17][c:18]([CH3:23])[n:19]([CH3:22])[c:20]1=[O:21]. Reactants: CC(C)(C)OC(=O)NCC1CCN(Cc2ccccc2)CC1, CO. The product is CC(C)(C)OC(=O)NCC1CCNCC1. Reaction SMILES: [CH2:1]([c:2]1[cH:3][cH:4][cH:5][cH:6][cH:7]1)[N:8]1[CH2:9][CH2:10][CH:11]([CH2:14][NH:15][C:16](=[O:17])[O:18][C:19]([CH3:20])([CH3:21])[CH3:22])[CH2:12][CH2:13]1.[CH3:23][OH:24]>>[NH:8]1[CH2:9][CH2:10][CH:11]([CH2:14][NH:15][C:16](=[O:17])[O:18][C:19]([CH3:20])([CH3:21])[CH3:22])[CH2:12][CH2:13]1. The reactants are C(CCC)OC(CC)C=1C(=C(C=CC1)C=1N=C(SC1)C(=O)C1=CC(=C(C(=C1)F)C=C(C(=O)O)C)F)F (3-(4-{4-[3-(1-n-butyloxypropyl)-2-fluorophenyl]thiazol-2-ylcarbonyl}-2,6-difluorophenyl)-2-methylacrylic acid), [OH-].[Na+] (sodium hydroxide), n-hexylaldehyde. Run in CO (methanol). Conditions: time 1 hour. Yields the product [Na+].[Na+].C(CCC)OC(CC)C=1C(=C(C=CC1)C=1N=C(SC1)C(=O)C1=CC(=C(C(=C1)F)C=C(C(=O)[O-])C)F)F.C(CCC)OC(CC)C=1C(=C(C=CC1)C=1N=C(SC1)C(=O)C1=CC(=C(C(=C1)F)C=C(C(=O)[O-])C)F)F (3-(4-{4-[3-(1-n-butyloxypropyl)-2-fluorophenyl]thiazol-2-ylcarbonyl}-2,6-difluorophenyl)-2-methylacrylic acid disodium salt). Reaction SMILES: [CH2:1]([O:5][CH:6]([C:9]1[C:10]([F:36])=[C:11]([C:15]2[N:16]=[C:17]([C:20]([C:22]3[CH:27]=[C:26]([F:28])[C:25]([CH:29]=[C:30]([CH3:34])[C:31]([OH:33])=[O:32])=[C:24]([F:35])[CH:23]=3)=[O:21])[S:18][CH:19]=2)[CH:12]=[CH:13][CH:14]=1)[CH2:7][CH3:8])[CH2:2][CH2:3][CH3:4].[OH-].[Na+:38]>CO>[Na+:38].[Na+:38].[CH2:1]([O:5][CH:6]([C:9]1[C:10]([F:36])=[C:11]([C:15]2[N:16]=[C:17]([C:20]([C:22]3[CH:23]=[C:24]([F:35])[C:25]([CH:29]=[C:30]([CH3:34])[C:31]([O-:33])=[O:32])=[C:26]([F:28])[CH:27]=3)=[O:21])[S:18][CH:19]=2)[CH:12]=[CH:13][CH:14]=1)[CH2:7][CH3:8])[CH2:2][CH2:3][CH3:4].[CH2:1]([O:5][CH:6]([C:9]1[C:10]([F:36])=[C:11]([C:15]2[N:16]=[C:17]([C:20]([C:22]3[CH:23]=[C:24]([F:35])[C:25]([CH:29]=[C:30]([CH3:34])[C:31]([O-:33])=[O:32])=[C:26]([F:28])[CH:27]=3)=[O:21])[S:18][CH:19]=2)[CH:12]=[CH:13][CH:14]=1)[CH2:7][CH3:8])[CH2:2][CH2:3][CH3:4] |f:1.2,4.5.6.7|. Reported procedure: To a suspension of methanol (100 mL) solution of 3-(4-{4-[3-(1-n-butyloxypropyl)-2-fluorophenyl]thiazol-2-ylcarbonyl}-2,6-difluorophenyl)-2-methylacrylic acid (3.22 mg) was added 2M sodium hydroxide aqueous solution (6.06 mL). After stirring for 1 h, n-hexylaldehyde (5.88 mL) was added to the reaction mixture. After methanol was evaporated under reduced pressure, the obtained residue was redissolved by adding water (40 mL). The water solution was freeze drying to obtain the compound (C1) 3.40 g. Product: BrC1=CC(=CC=C1)[Si](CC)(CC)CC (1-Bromo-3-triethylsilanyl-benzene). Procedure details: 1-Bromo-3-triethylsilanyl-benzene is prepared in a manner analogous to the procedure described in examples 1 and 1a utilizing 1,3-dibromobenzene and chlorotriethylsilane as the ClSiR1R2R3 compound. Reactants: 1a, ClSiR1R2R3, BrC1=CC(=CC=C1)Br (1,3-dibromobenzene), Cl[Si](CC)(CC)CC (chlorotriethylsilane). Reaction SMILES: Br[C:2]1[CH:7]=[CH:6][CH:5]=[C:4]([Br:8])[CH:3]=1.Cl[Si:10]([CH2:15][CH3:16])([CH2:13][CH3:14])[CH2:11][CH3:12]>>[Br:8][C:4]1[CH:5]=[CH:6][CH:7]=[C:2]([Si:10]([CH2:15][CH3:16])([CH2:13][CH3:14])[CH2:11][CH3:12])[CH:3]=1.